From a dataset of the Open Reaction Database (ORD), a public repository of structured organic reaction records. describe an organic reaction: reactants, conditions, products, and yield The yield is 95.0%. Reaction SMILES: F[C:2]1[CH:7]=[CH:6][C:5]([C:8]([F:11])([F:10])[F:9])=[CH:4][C:3]=1[N+:12]([O-:14])=[O:13].CN1CCCC1=O.[CH:22]([NH2:25])([CH3:24])[CH3:23]>O>[CH:22]([NH:25][C:2]1[CH:7]=[CH:6][C:5]([C:8]([F:11])([F:10])[F:9])=[CH:4][C:3]=1[N+:12]([O-:14])=[O:13])([CH3:24])[CH3:23]. Procedure details: To a mixture of 5.23 g of 4-fluoro-3-nitro-benzo trifluoride and 25 ml of N-methylpyrrolidone was added 3.69 g of isopropylamine under ice cool, and the mixture was stirred for 1 hour at room temperature. The reaction mixture was poured into water, the deposited solid was collected by filtration. This solid was washed with water, then, dried under reduced pressure to obtain 5.90 g of N-isopropyl-2-nitro-4-trifluoromethylaniline. Reaction conditions: time 1 hour. The product is C(C)(C)NC1=C(C=C(C=C1)C(F)(F)F)[N+](=O)[O-] (N-isopropyl-2-nitro-4-trifluoromethylaniline). The reactants are FC1=C(C=C(C=C1)C(F)(F)F)[N+](=O)[O-] (4-fluoro-3-nitro-benzo trifluoride), CN1C(CCC1)=O (N-methylpyrrolidone), C(C)(C)N (isopropylamine). Solvent: O (water). Reactants: Cl (HCl), [C-]#N.[K+] (potassium cyanide), Cl (hydrochloride), ClCC1=CN=CC2=CC=C(C=C12)OC (4-(Chloromethyl)-6-methoxyisoquinoline). The reagents and catalysts are [Br-].C(CCC)[N+](CCCC)(CCCC)CCCC (Tetrabutylammonium bromide). The solvent is CC(=O)C (acetone), CCOCC (ether), C([O-])([O-])=O.[K+].[K+] (potassium carbonate), ClCCl (dichloromethane). Conditions: time 24 hour. Yields the product Cl.COC=1C=C2C(=CN=CC2=CC1)CC#N ((6-Methoxy-4-isoquinolinyl)acetonitrile hydrochloride). RXN SMILES: Cl.[Cl:2][CH2:3][C:4]1[C:13]2[C:8](=[CH:9][CH:10]=[C:11]([O:14][CH3:15])[CH:12]=2)[CH:7]=[N:6][CH:5]=1.[C-:16]#[N:17].[K+]>C(=O)([O-])[O-].[K+].[K+].ClCCl.[Br-].C([N+](CCCC)(CCCC)CCCC)CCC.CC(C)=O.CCOCC>[ClH:2].[CH3:15][O:14][C:11]1[CH:12]=[C:13]2[C:8](=[CH:9][CH:10]=1)[CH:7]=[N:6][CH:5]=[C:4]2[CH2:3][C:16]#[N:17] |f:2.3,4.5.6,8.9,12.13|. Procedure: The hydrochloride of the compound obtained in Step C (0.60 g; 0.0024 mol) is dissolved in 10 ml of a saturated aqueous potassium carbonate solution and 40 ml of dichloromethane. Tetrabutylammonium bromide (2 g; 0.006 mol) and potassium cyanide (0.80 g; 0.012 mol) are then added to the preceding solution. The reaction mixture is stirred at ambient temperature for 24 hours. The solution is extracted with dichloromethane, and the organic phase is washed with water, dried over magnesium sulphate, fi... Starting materials: O=C(n1ccnc1)n1ccnc1, Cl, O=C(O)c1ccc(C(F)(F)F)cc1, Cc1nc2ccc(CN)cc2c(=O)n1C1CCC(=O)NC1=O, CN(C)C=O. Product: Cc1nc2ccc(CNC(=O)c3ccc(C(F)(F)F)cc3)cc2c(=O)n1C1CCC(=O)NC1=O. As a reaction SMILES: [C:14]([n:15]1[cH:16][cH:17][n:18][cH:19]1)([n:20]1[cH:21][cH:22][n:23][cH:24]1)=[O:25].[ClH:26].[F:1][C:2]([c:3]1[cH:4][cH:5][c:6]([C:7](=[O:8])[OH:9])[cH:10][cH:11]1)([F:12])[F:13].[NH2:27][CH2:28][c:29]1[cH:30][c:31]2[c:32](=[O:48])[n:33]([CH:40]3[C:41](=[O:47])[NH:42][C:43](=[O:46])[CH2:44][CH2:45]3)[c:34]([CH3:39])[n:35][c:36]2[cH:37][cH:38]1.[O:49]=[CH:50][N:51]([CH3:52])[CH3:53]>>[F:1][C:2]([c:3]1[cH:4][cH:5][c:6]([C:7](=[O:9])[NH:27][CH2:28][c:29]2[cH:30][c:31]3[c:32](=[O:48])[n:33]([CH:40]4[C:41](=[O:47])[NH:42][C:43](=[O:46])[CH2:44][CH2:45]4)[c:34]([CH3:39])[n:35][c:36]3[cH:37][cH:38]2)[cH:10][cH:11]1)([F:12])[F:13].